From a dataset of the Open Reaction Database (ORD), a public repository of structured organic reaction records. describe an organic reaction: reactants, conditions, products, and yield Starting materials: C1=CC=C(C=C1)P(C2=CC=CC=C2)C3=CC=CC=C3 (Ph3P), BrC1=CC=C(C=C1)O (4-bromophenol), FC1=CC=C(C=C1)CCO (2-(4-fluorophenyl)ethanol), C1=CC=C(C=C1)P(C2=CC=CC=C2)C3=CC=CC=C3 (Ph3P), CCOC(=O)/N=N/C(=O)OCC (DEAD). Solvent: C1CCOC1 (THF). Conditions: time 1 hour. The product is BrC1=CC=C(C=C1)OCCC1=CC=C(C=C1)F (1-bromo-4-(4-fluorophenethoxy)benzene). Isolated yield 99.4%. RXN SMILES: [Br:1][C:2]1[CH:7]=[CH:6][C:5]([OH:8])=[CH:4][CH:3]=1.[F:9][C:10]1[CH:15]=[CH:14][C:13]([CH2:16][CH2:17]O)=[CH:12][CH:11]=1.C1C=CC(P(C2C=CC=CC=2)C2C=CC=CC=2)=CC=1.CCOC(/N=N/C(OCC)=O)=O>C1COCC1>[Br:1][C:2]1[CH:7]=[CH:6][C:5]([O:8][CH2:17][CH2:16][C:13]2[CH:14]=[CH:15][C:10]([F:9])=[CH:11][CH:12]=2)=[CH:4][CH:3]=1. Procedure details: To a stirred solution of 4-bromophenol (81.7 g, 472 mmol), 2-(4-fluorophenyl)ethanol (79 g, 567 mmol) and Ph3P (149 g, 567 mmol) in THF (100 mL) cooled in an ice-water bath was added drop wise DEAD (93 ml, 590 mmol) over 20 min. Note: The reaction is exothermic and efficient cooling is highly recommended before initiating large scale reaction. After 1 h, cold bath was removed and stirred overnight (17 h) at rt. Then, the reaction mixture was concentrated, the resulting residue triturated with he... Starting materials: Br, COc1ccc(CCc2oc3ccc(C#N)cc3c2C(C)=O)cc1, Cl, C1COCCO1, O. Yields the product COc1ccc(CCc2oc3ccc(C#N)cc3c2C(=O)O)cc1. Reaction SMILES: [Br:1].[C:8]([CH3:9])(=[O:10])[c:11]1[c:12]([CH2:22][CH2:23][c:24]2[cH:25][cH:26][c:27]([O:30][CH3:31])[cH:28][cH:29]2)[o:13][c:14]2[c:15]1[cH:16][c:17]([C:20]#[N:21])[cH:18][cH:19]2.[ClH:32].[O:2]1[CH2:3][CH2:4][O:5][CH2:6][CH2:7]1.[OH2:33]>>[OH:2][C:8](=[O:10])[c:11]1[c:12]([CH2:22][CH2:23][c:24]2[cH:25][cH:26][c:27]([O:30][CH3:31])[cH:28][cH:29]2)[o:13][c:14]2[c:15]1[cH:16][c:17]([C:20]#[N:21])[cH:18][cH:19]2.